Dataset: the Open Reaction Database (ORD), a public repository of structured organic reaction records. Task: describe an organic reaction: reactants, conditions, products, and yield Reactants: C(C)(C)(C)C1=CC=C(C(=N1)C)/C=C/C(=O)O ((2E)-3-[6-(tert-butyl)-2-methyl(3-pyridyl)]prop-2-enoic acid), NC=1C=C2C=CNC2=CC1 (5-aminoindole). Yields the product C(C)(C)(C)C1=CC=C(C(=N1)C)/C=C/C(=O)NC=1C=C2C=CNC2=CC1 ((2E)-3-[6-(tert-Butyl)-2-methyl(3-pyridyl)]-N-indol-5-ylprop-2-enamide). Reaction SMILES: [C:1]([C:5]1[N:10]=[C:9]([CH3:11])[C:8](/[CH:12]=[CH:13]/[C:14]([OH:16])=O)=[CH:7][CH:6]=1)([CH3:4])([CH3:3])[CH3:2].[NH2:17][C:18]1[CH:19]=[C:20]2[C:24](=[CH:25][CH:26]=1)[NH:23][CH:22]=[CH:21]2>>[C:1]([C:5]1[N:10]=[C:9]([CH3:11])[C:8](/[CH:12]=[CH:13]/[C:14]([NH:17][C:18]2[CH:19]=[C:20]3[C:24](=[CH:25][CH:26]=2)[NH:23][CH:22]=[CH:21]3)=[O:16])=[CH:7][CH:6]=1)([CH3:2])([CH3:3])[CH3:4]. Procedure: Analogous to the procedure used to prepare Example 1, (2E)-3-[6-(tert-butyl)-2-methyl(3-pyridyl)]prop-2-enoic acid, Example 75(c), (0.88 g, 4.0 mmol) and 5-aminoindole (0.53 g, 4.0 mmol, Lancaster) provided, after purification by silica gel chromatography (55:45 hexane:EtOAc), the title compound as a yellow amorphous solid. MS (ESI, pos. ion) m/z: 334 (M+1). The reactants are C(C)(C)O (isopropanol), FC1=C(OC=2C=NC=CC2)C=CC=C1 (3-(o-fluorophenoxy)pyridine), C(C)(=O)OO (peracetic acid). The solvent is C(C)(=O)O (acetic acid), C(C)(=O)O (acetic acid). Conditions: time 16 hour. The product is FC1=C(OC=2C=[N+](C=CC2)[O-])C=CC=C1 (3-(o-fluorophenoxy)pyridine N-oxide). RXN SMILES: [F:1][C:2]1[CH:14]=[CH:13][CH:12]=[CH:11][C:3]=1[O:4][C:5]1[CH:6]=[N:7][CH:8]=[CH:9][CH:10]=1.C(OO)(=[O:17])C.C(O)(C)C>C(O)(=O)C>[F:1][C:2]1[CH:14]=[CH:13][CH:12]=[CH:11][C:3]=1[O:4][C:5]1[CH:6]=[N+:7]([O-:17])[CH:8]=[CH:9][CH:10]=1. Procedure details: A solution of 30 g of 3-(o-fluorophenoxy)pyridine in 50 ml of glacial acetic acid is treated at 35° C. with 33 g of 40% peracetic acid in acetic acid in four portions. The mixture is stirred for 16 hours, refluxed 1 hour and 50 ml of isopropanol is added and the heating continued at 95° C. for 1 hour. The mixture is concentrated at reduced pressure and is dissolved in 300 ml of dichloromethane. The solution is washed with excess 25% sodium hydroxide solution. The dichloromethane solution is drye...